Dataset: the Open Reaction Database (ORD), a public repository of structured organic reaction records. Task: describe an organic reaction: reactants, conditions, products, and yield The solvent is ClCCl (dichloromethane). Procedure: To a suspension of the hydrochloride salt of N-(3,4-dichlorophenyl)-4-[(3R)-piperidin-3-ylmethyl]piperazine-1-carboxamide (442 mg, 1.00 mmol) in dichloromethane (40 ml) was added 6-(2-methoxyethoxy)nicotinaldehyde (199 mg, 1.00 mmol) and the cloudy mixture stirred at room temperature for 10 minutes. Polymer supported sodium triacetoxyborohydride (555 mg, 1.50 mmol) was added and the reaction stirred at room temperature overnight. The mixture was filtered, the filtrate washed with water (20 ml), ... Starting materials: C(C)(=O)O[BH-](OC(C)=O)OC(C)=O.[Na+] (sodium triacetoxyborohydride), hydrochloride salt, ClC=1C=C(C=CC1Cl)NC(=O)N1CCN(CC1)C[C@H]1CNCCC1 (N-(3,4-dichlorophenyl)-4-[(3R)-piperidin-3-ylmethyl]piperazine-1-carboxamide), COCCOC1=NC=C(C=O)C=C1 (6-(2-methoxyethoxy)nicotinaldehyde). Yield: 27.0%. Reaction conditions: time 10 minute. Reaction SMILES: [Cl:1][C:2]1[CH:3]=[C:4]([NH:9][C:10]([N:12]2[CH2:17][CH2:16][N:15]([CH2:18][C@@H:19]3[CH2:24][CH2:23][CH2:22][NH:21][CH2:20]3)[CH2:14][CH2:13]2)=[O:11])[CH:5]=[CH:6][C:7]=1[Cl:8].[CH3:25][O:26][CH2:27][CH2:28][O:29][C:30]1[CH:37]=[CH:36][C:33]([CH:34]=O)=[CH:32][N:31]=1.C(O[BH-](OC(=O)C)OC(=O)C)(=O)C.[Na+]>ClCCl>[Cl:1][C:2]1[CH:3]=[C:4]([NH:9][C:10]([N:12]2[CH2:17][CH2:16][N:15]([CH2:18][C@@H:19]3[CH2:24][CH2:23][CH2:22][N:21]([CH2:34][C:33]4[CH:32]=[N:31][C:30]([O:29][CH2:28][CH2:27][O:26][CH3:25])=[CH:37][CH:36]=4)[CH2:20]3)[CH2:14][CH2:13]2)=[O:11])[CH:5]=[CH:6][C:7]=1[Cl:8] |f:2.3|. The product is ClC=1C=C(C=CC1Cl)NC(=O)N1CCN(CC1)C[C@H]1CN(CCC1)CC=1C=NC(=CC1)OCCOC (N-(3,4-dichlorophenyl)-4-[((3R)-1-{[6-(2-methoxyethoxy)pyridin-3-yl]methyl}piperidin-3-yl)methyl]piperazine-1-carboxamide). Starting materials: C(C)(=O)C1=NC=CN=C1 (2-Acetylpyrazine), COC(N(C)C)OC (N,N-Dimethylformamide dimethyl acetal), NN (hydrazine). The solvent is C(C)O (ethanol). Conditions: time 3 hour. Yields the product N1N=CC=C1C1=NC=CN=C1 (2-(1H-5-pyrazolyl)pyrazine). The yield is 94.0%. As a reaction SMILES: [C:1]([C:4]1[CH:9]=[N:8][CH:7]=[CH:6][N:5]=1)(=O)[CH3:2].COC(OC)[N:13]([CH3:15])C.[NH2:18]N>C(O)C>[NH:18]1[C:1]([C:4]2[CH:9]=[N:8][CH:7]=[CH:6][N:5]=2)=[CH:2][CH:15]=[N:13]1. Procedure: 2-Acetylpyrazine (10 mmol, 1.22 g) is reacted with N,N-Dimethylformamide dimethyl acetal (15 mmol, 1.99 ml) without any solvent at 100° C. for 10 hrs. Extraction with methylene chloride and water is carried out and the organic layer is concentrated to obtain solids. The yield is 94%. The obtained product is dissolved in ethanol and then added with hydrazine (23.5 mmol, 1.14 ml). The reaction is carried out for 3 hrs at 90° C. The reaction solution is concentrated and extracted by methylene chlor... Starting materials: Cc1cc(C(=O)O)ccc1F, COc1ccc(C2COCCOC2)c2sc(N)nc12, COc1ccc(C2COCCOC2)c2sc(NC(=O)c3ccc(C)s3)nc12. Yields the product COc1ccc(C2COCCOC2)c2sc(NC(=O)c3ccc(F)c(C)c3)nc12. As a reaction SMILES: [F:20][c:21]1[c:22]([CH3:30])[cH:23][c:24]([C:25](=[O:26])[OH:27])[cH:28][cH:29]1.[O:1]1[CH2:2][CH2:3][O:4][CH2:5][CH:6]([c:8]2[cH:9][cH:10][c:11]([O:18][CH3:19])[c:12]3[n:13][c:14]([NH2:17])[s:15][c:16]23)[CH2:7]1.[O:31]1[CH2:32][CH:33]([c:34]2[c:35]3[s:36][c:37]([NH:38][C:39]([c:40]4[s:41][c:42]([CH3:43])[cH:44][cH:45]4)=[O:46])[n:47][c:48]3[c:49]([O:50][CH3:51])[cH:52][cH:53]2)[CH2:54][O:55][CH2:56][CH2:57]1>>[O:1]1[CH2:2][CH2:3][O:4][CH2:5][CH:6]([c:8]2[cH:9][cH:10][c:11]([O:18][CH3:19])[c:12]3[n:13][c:14]([NH:17][C:25]([c:24]4[cH:23][c:22]([CH3:30])[c:21]([F:20])[cH:29][cH:28]4)=[O:26])[s:15][c:16]23)[CH2:7]1. Reactants: C(C)OC(=O)C=1C(=C2C(N3[C@H](C2=CC1CCC1=CC=C(C=C1)F)CCC3)=O)C3=CC=C(C(=O)O)C=C3 (4-{(9bS)-7-(ethoxycarbonyl)-8-[2-(4-fluorophenyl)ethyl]-5-oxo-2,3,5,9b-tetrahydro-1H-pyrrolo[2,1-α]isoindol-6-yl}benzoic acid), C(=O)(N1C=NC=C1)N1C=NC=C1 (carbonyldimidazole), C(C1=CC=CO1)N (furfurylamine). The solvent is C1CCOC1 (THF), C1CCOC1 (THF). Conditions: time 12 hour. Yields the product FC1=CC=C(C=C1)CCC1=C(C(=C2C(N3[C@H](C2=C1)CCC3)=O)C3=CC=C(C=C3)C(=O)NCC=3OC=CC3)C(=O)OCC (Ethyl (9bS)-8-[2-(4-flurophenyl)ethyl]-6-(4-{[(2-furylmethyl)amino]carbonyl}phenyl)-5oxo-2,3,5,9b-tetrahydro-1H-pyrrolo[2,1-α]isoindole-7-carboxylate). Isolated yield 70000.0%. As a reaction SMILES: [CH2:1]([O:3][C:4]([C:6]1[C:7]([C:28]2[CH:36]=[CH:35][C:31]([C:32](O)=[O:33])=[CH:30][CH:29]=2)=[C:8]2[C:12](=[CH:13][C:14]=1[CH2:15][CH2:16][C:17]1[CH:22]=[CH:21][C:20]([F:23])=[CH:19][CH:18]=1)[C@@H:11]1[CH2:24][CH2:25][CH2:26][N:10]1[C:9]2=[O:27])=[O:5])[CH3:2].C(N1C=CN=C1)(N1C=CN=C1)=O.[CH2:49]([NH2:55])[C:50]1[O:54][CH:53]=[CH:52][CH:51]=1>C1COCC1>[F:23][C:20]1[CH:21]=[CH:22][C:17]([CH2:16][CH2:15][C:14]2[CH:13]=[C:12]3[C:8]([C:9](=[O:27])[N:10]4[CH2:26][CH2:25][CH2:24][C@H:11]43)=[C:7]([C:28]3[CH:29]=[CH:30][C:31]([C:32]([NH:55][CH2:49][C:50]4[O:54][CH:53]=[CH:52][CH:51]=4)=[O:33])=[CH:35][CH:36]=3)[C:6]=2[C:4]([O:3][CH2:1][CH3:2])=[O:5])=[CH:18][CH:19]=1. Reported procedure: A solution of Example 49 (241 mg, 0.49 mmol) and carbonyldimidazole (0.54 mmol, 88.2 mg) in THF (anhydrous, 15 ml) was stirred for 1 hr at r.t. Then was added dropwise a solution of furfurylamine (96.1 mg, 0.99 mmol) in THF (2 ml) and the mixture stirred at r.t. for 12 hr. Then the reaction mixture concentrated and the yellow oil purified on SiO2 (ethyl acetate:hexanes 1:5) to afford the title compound as a white solid (194 mg, 343 mmol): 1H NMR (400 MHz, d6-DMSO) δ 9.03 (t, 1H), 7.82 (d, J=8.6 ... The reactants are BrC1=NC(=CC=C1)OC (2-bromo-6-methoxypyridine), ClC1=NCC(N(C2=C1C=C(C=C2)Cl)C)=O (5,7-dichloro-1,3-dihydro-1-methyl-2H-1,4-benzodiazepin-2-one), [F-].[Cs+] (CsF), [Li]CCCC (n-BuLi), B(OC)(OC)OC (B(OMe)3). The reagents and catalysts are C=1C=CC(=CC1)[P](C=2C=CC=CC2)(C=3C=CC=CC3)[Pd]([P](C=4C=CC=CC4)(C=5C=CC=CC5)C=6C=CC=CC6)([P](C=7C=CC=CC7)(C=8C=CC=CC8)C=9C=CC=CC9)[P](C=1C=CC=CC1)(C=1C=CC=CC1)C=1C=CC=CC1 (Pd(PPh3)4). Run in COCCOC (DME), C(Cl)Cl (CH2Cl2), O (Water), CCOCC (Et2O). Conditions: temperature -40 celsius, time 20 minute. Product: ClC=1C=CC2=C(C(=NCC(N2C)=O)C2=NC(=CC=C2)OC)C1 (7-Chloro-1,3-dihydro-5-(6-methoxy-2-pyridinyl)-1-methyl-2H-1,4-benzodiazepin-2-one). Yield: 57.0%. Reaction SMILES: Br[C:2]1[CH:7]=[CH:6][CH:5]=[C:4]([O:8][CH3:9])[N:3]=1.[Li]CCCC.B(OC)(OC)OC.Cl[C:23]1[C:29]2[CH:30]=[C:31]([Cl:34])[CH:32]=[CH:33][C:28]=2[N:27]([CH3:35])[C:26](=[O:36])[CH2:25][N:24]=1.[F-].[Cs+]>CCOCC.C1C=CC([P]([Pd]([P](C2C=CC=CC=2)(C2C=CC=CC=2)C2C=CC=CC=2)([P](C2C=CC=CC=2)(C2C=CC=CC=2)C2C=CC=CC=2)[P](C2C=CC=CC=2)(C2C=CC=CC=2)C2C=CC=CC=2)(C2C=CC=CC=2)C2C=CC=CC=2)=CC=1.C(Cl)Cl.O.COCCOC>[Cl:34][C:31]1[CH:32]=[CH:33][C:28]2[N:27]([CH3:35])[C:26](=[O:36])[CH2:25][N:24]=[C:23]([C:2]3[CH:7]=[CH:6][CH:5]=[C:4]([O:8][CH3:9])[N:3]=3)[C:29]=2[CH:30]=1 |f:4.5,^1:47,49,68,87|. Procedure: As illustrated in the scheme above, absolution of 2-bromo-6-methoxypyridine (0.022 mL, 0.18 mmol) in dry Et2O (0.3 mL) was added to a solution of n-BuLi (0.12 mL of 1.6 M in hexanes, 0.19 mmol) maintained at −40° C. The reaction was stirred at −40° C. for 20 min., and then B(OMe)3 (0.022 mL, 0.19 mmol) was added dropwise. The reaction was stirred at −40° C. for 30 min., and then at room temperature for 3.5 h. The reaction was concentrated in vacuo, anhydrous MeOH was added to the residue, and th... Reactants: BrC=1C=NC=C(C1)\C=C(\C)/C1=CC=CC=C1 ((Z)-3-bromo-5-(2-phenylprop-1-enyl)pyridine), BrC=1C=NC=C(C1)\C=C(/C)\C1=CC=CC=C1 ((E)-3-bromo-5-(2-phenylprop-1-enyl)pyridine), potassium osmate dihydrate, C(N)(OC(C)(C)C)=O (tert-butyl carbamate), [OH-].[Na+] (sodium hydroxide), ClOC(C)(C)C (tert-butyl hypochlorite), CC[C@H]1CN2CC[C@H]1C[C@@H]2[C@H](C3=C4C=C(C=CC4=NC=C3)OC)OC5=NN=C(C6=CC=CC=C65)O[C@H]([C@H]7C[C@@H]8CCN7C[C@@H]8CC)C9=C1C=C(C=CC1=NC=C9)OC ((DHQD)2PHAL). The solvent is C(CC)O (propanol), C(CC)O (propanol), O (water), C(CC)O (propanol). Reaction conditions: temperature 0 celsius, time 5 minute. Product: BrC=1C=C(C=NC1)[C@@H]([C@H](C)C1=CC=CC=C1)NC(OC(C)(C)C)=O (tert-Butyl (1R,2R)-1-(5-bromopyridin-3-yl)-2-phenylpropylcarbamate). Yield: 55.0%. As a reaction SMILES: [C:1](=[O:8])([O:3][C:4]([CH3:7])([CH3:6])[CH3:5])[NH2:2].[OH-].[Na+].ClOC(C)(C)C.CC[C@@H]1[C@@H]2C[C@H]([C@@H](OC3C4C(=CC=CC=4)C(O[C@@H](C4C=CN=C5C=4C=C(OC)C=C5)[C@@H]4N5C[C@H](CC)[C@@H](CC5)C4)=NN=3)C3C=CN=C4C=3C=C(OC)C=C4)N(CC2)C1.[Br:75][C:76]1[CH:77]=[N:78][CH:79]=[C:80](/[CH:82]=[C:83](\[C:85]2[CH:90]=[CH:89][CH:88]=[CH:87][CH:86]=2)/[CH3:84])[CH:81]=1.BrC1C=NC=C(/C=C(/C2C=CC=CC=2)\C)C=1>C(O)CC.O>[Br:75][C:76]1[CH:81]=[C:80]([C@H:82]([NH:2][C:1](=[O:8])[O:3][C:4]([CH3:7])([CH3:6])[CH3:5])[C@@H:83]([C:85]2[CH:90]=[CH:89][CH:88]=[CH:87][CH:86]=2)[CH3:84])[CH:79]=[N:78][CH:77]=1 |f:1.2|. Procedure: To a solution of tert-butyl carbamate (1.907 g, 16.28 mmol) in propanol (4.6 mL) was added sodium hydroxide (0.641 g, 16.02 mmol) in water (8 mL) followed by tert-butyl hypochlorite (1.808 ml, 16.02 mmol). After 5 minutes, the solution was cooled to 0° C. and treated with a solution of (DHQD)2PHAL (0.245 g, 0.315 mmol) in propanol (4.6 mL). To this was added a solution of (Z)-3-bromo-5-(2-phenylprop-1-enyl)pyridine and (E)-3-bromo-5-(2-phenylprop-1-enyl)pyridine (1.440 g, 5.25 mmol) in propanol ...